From a dataset of the Open Reaction Database (ORD), a public repository of structured organic reaction records. describe an organic reaction: reactants, conditions, products, and yield Reactants: C1(O)=CC=C(O)C=C1 (hydroquinone), C(C(O)C1=CC=CC=C1)(=O)O (mandelic acid), S(O)(O)(=O)=O (sulphuric acid). The solvent is C(C)(=O)O (acetic acid). The product is OC=1C=CC2=C(C(C(O2)=O)C2=CC=CC=C2)C1 (5-hydroxy-2-oxo-3-phenyl-2,3-dihydrobenzofuran). Isolated yield 62.8%. As a reaction SMILES: [C:1]1([CH:8]=[CH:7][C:5]([OH:6])=[CH:4][CH:3]=1)[OH:2].[C:9](O)(=[O:18])[CH:10]([C:12]1[CH:17]=[CH:16][CH:15]=[CH:14][CH:13]=1)O.S(=O)(=O)(O)O>C(O)(=O)C>[OH:2][C:1]1[CH:8]=[CH:7][C:5]2[O:6][C:9](=[O:18])[CH:10]([C:12]3[CH:17]=[CH:16][CH:15]=[CH:14][CH:13]=3)[C:4]=2[CH:3]=1. Procedure: A mixture of hydroquinone (15 g), mandelic acid (15 g), acetic acid (95 cm3) and sulphuric acid (5 cm3) was stirred at ambient temperature before filtering off solid material. The solid was washed with water and dried to give 5-hydroxy-2-oxo-3-phenyl-2,3-dihydrobenzofuran (14 g, 65%). Starting materials: CCO, FC(F)(F)c1ccccc1-c1cc2ccccc2c(Cl)n1, Nc1n[nH]c2ccccc12. Product: FC(F)(F)c1ccccc1-c1cc2ccccc2c(Nc2n[nH]c3ccccc23)n1. RXN SMILES: [CH3:32][CH2:33][OH:34].[Cl:1][c:2]1[n:3][c:4](-[c:12]2[c:13]([C:18]([F:19])([F:20])[F:21])[cH:14][cH:15][cH:16][cH:17]2)[cH:5][c:6]2[cH:7][cH:8][cH:9][cH:10][c:11]12.[nH:22]1[n:23][c:24]([NH2:31])[c:25]2[cH:26][cH:27][cH:28][cH:29][c:30]12>>[c:2]1([NH:31][c:24]2[n:23][nH:22][c:30]3[c:25]2[cH:26][cH:27][cH:28][cH:29]3)[n:3][c:4](-[c:12]2[c:13]([C:18]([F:19])([F:20])[F:21])[cH:14][cH:15][cH:16][cH:17]2)[cH:5][c:6]2[cH:7][cH:8][cH:9][cH:10][c:11]12. Reactants: N#N.CC1C(CC2=C(C(=C(C=C12)Br)NC(C)=O)[N+](=O)[O-])NC(C)=O (N2 methyl-2,5-diacetamido-6-bromo-4-nitroindane), Cl (HCl). Solvent: C(C)(=O)O (acetic acid). Run at temperature 100 celsius. Yields the product N#N.Cl.CC1C(CC2=C(C(=C(C=C12)Br)N)[N+](=O)[O-])N (N2 Methyl -2,5-diamino-6-bromo-4-nitroindane hydrochloride). Reaction SMILES: [N:1]#[N:2].[CH3:3][CH:4]1[C:12]2[C:7](=[C:8]([N+:18]([O-:20])=[O:19])[C:9]([NH:14]C(=O)C)=[C:10]([Br:13])[CH:11]=2)[CH2:6][CH:5]1[NH:21]C(=O)C.[ClH:25]>C(O)(=O)C>[N:1]#[N:2].[ClH:25].[CH3:3][CH:4]1[C:12]2[C:7](=[C:8]([N+:18]([O-:20])=[O:19])[C:9]([NH2:14])=[C:10]([Br:13])[CH:11]=2)[CH2:6][CH:5]1[NH2:21] |f:0.1,4.5.6|. Procedure details: A mixture of N2 -methyl-2,5-diacetamido-6-bromo-4-nitroindane (22.5 g, 61 mmol) in 3N HCl (150 mL) and acetic acid (50 mL) was heated at 100° C. for 24 h. The mixture was cooled in an ice bath and the orange precipitate was collected by filtration and dried (17.2 g).